This data is from the Open Reaction Database (ORD), a public repository of structured organic reaction records. The task is: describe an organic reaction: reactants, conditions, products, and yield Yields the product ClCCCN1CCCC1 (1-(3-chloropropanyl)pyrrolidine). Reaction SMILES: Br[CH2:2][CH2:3][CH2:4][Cl:5].[NH:6]1[CH2:10][CH2:9][CH2:8][CH2:7]1>CCOCC>[Cl:5][CH2:4][CH2:3][CH2:2][N:6]1[CH2:10][CH2:9][CH2:8][CH2:7]1. Run at time 8 hour. Starting materials: BrCCCCl (1-bromo-3-chloropropane), N1CCCC1 (pyrrolidine). Solvent: CCOCC (ether). Yield: 53.0%. Procedure details: To the solution of about 186 g (1.18 mol) of 1-bromo-3-chloropropane in about 200 ml of ether was added about 2 equivalent of pyrrolidine at about 0° C. After addition, the mixture was allowed to warm to room temperature and stirred overnight. The resulting white solid residue was removed and to the clear solution was added ice-cold 10% hydrochloric acid. The ether layer was discarded and the acid layer was basified with ice-cold 20% NaOH, extracted with ether and dried over Na2SO4. Ether was re... Starting materials: [OH-].[Na+] (sodium hydroxide), C(C)(=O)N1[C@H](C[C@H](C2=CC(=CC=C12)C1=CC=C(C=C1)CC(=O)OCC)NC(=O)OC(C)C)C (ethyl {4-[(2S,4R)-1-acetyl-2-methyl-4-({[(1-methylethyl)oxy]carbonyl}amino)-1,2,3,4-tetrahydro-6-quinolinyl]phenyl}acetate), Intermediate 61, [OH-].[Na+] (sodium hydroxide). Solvent: O (water), CO (methanol), O (water). Reaction conditions: time 6 hour. The product is C(C)(=O)N1[C@H](C[C@H](C2=CC(=CC=C12)C1=CC=C(C=C1)CC(=O)O)NC(=O)OC(C)C)C ({4-[(2S,4R)-1-acetyl-2-methyl-4-({[(1-methylethyl)oxy]carbonyl}amino)-1,2,3,4-tetrahydro-6-quinolinyl]phenyl}acetic acid). Yield: 79.0%. RXN SMILES: [C:1]([N:4]1[C:13]2[C:8](=[CH:9][C:10]([C:14]3[CH:19]=[CH:18][C:17]([CH2:20][C:21]([O:23]CC)=[O:22])=[CH:16][CH:15]=3)=[CH:11][CH:12]=2)[C@H:7]([NH:26][C:27]([O:29][CH:30]([CH3:32])[CH3:31])=[O:28])[CH2:6][C@@H:5]1[CH3:33])(=[O:3])[CH3:2].[OH-].[Na+]>CO.O>[C:1]([N:4]1[C:13]2[C:8](=[CH:9][C:10]([C:14]3[CH:19]=[CH:18][C:17]([CH2:20][C:21]([OH:23])=[O:22])=[CH:16][CH:15]=3)=[CH:11][CH:12]=2)[C@H:7]([NH:26][C:27]([O:29][CH:30]([CH3:32])[CH3:31])=[O:28])[CH2:6][C@@H:5]1[CH3:33])(=[O:3])[CH3:2] |f:1.2|. Procedure details: To a solution of ethyl {4-[(2S,4R)-1-acetyl-2-methyl-4-({[(1-methylethyl)oxy]carbonyl}amino)-1,2,3,4-tetrahydro-6-quinolinyl]phenyl}acetate (for a preparation, see Intermediate 61) (270 mg, 0.597 mmol) in methanol (6 mL) and water (2 mL) at room temperature was added sodium hydroxide (2N in water, 0.597 mL, 1.193 mmol) and the resulting mixture was stirred at this temperature for 6 h. 0.5 ml of 2N sodium hydroxide in water were then added and the resulting mixture was left standing for 16 h. Mos...